From a dataset of the Open Reaction Database (ORD), a public repository of structured organic reaction records. describe an organic reaction: reactants, conditions, products, and yield Starting materials: ClC1=NC=C(C(=C1)NC1=C(C=CC=C1)S(=O)(=O)C(C)C)C(F)(F)F (2-chloro-N-[2-(propan-2-ylsulfonyl)phenyl]-5-(trifluoromethyl)pyridin-4-amine), CP(=O)(C)C1=CC(=C(N)C=C1)CC (4-(Dimethylphosphoryl)-2-ethylaniline). Yields the product CP(=O)(C)C1=CC(=C(C=C1)NC1=NC=C(C(=C1)NC1=C(C=CC=C1)S(=O)(=O)C(C)C)C(F)(F)F)CC (N2-[4-(dimethylphosphoryl)-2-ethylphenyl]-N4-[2-(propan-2-ylsulfonyl)phenyl]-5-(trifluoromethyl)pyridine-2,4-diamine). As a reaction SMILES: Cl[C:2]1[CH:7]=[C:6]([NH:8][C:9]2[CH:14]=[CH:13][CH:12]=[CH:11][C:10]=2[S:15]([CH:18]([CH3:20])[CH3:19])(=[O:17])=[O:16])[C:5]([C:21]([F:24])([F:23])[F:22])=[CH:4][N:3]=1.[CH3:25][P:26]([C:29]1[CH:35]=[CH:34][C:32]([NH2:33])=[C:31]([CH2:36][CH3:37])[CH:30]=1)([CH3:28])=[O:27]>>[CH3:28][P:26]([C:29]1[CH:35]=[CH:34][C:32]([NH:33][C:2]2[CH:7]=[C:6]([NH:8][C:9]3[CH:14]=[CH:13][CH:12]=[CH:11][C:10]=3[S:15]([CH:18]([CH3:20])[CH3:19])(=[O:17])=[O:16])[C:5]([C:21]([F:24])([F:23])[F:22])=[CH:4][N:3]=2)=[C:31]([CH2:36][CH3:37])[CH:30]=1)([CH3:25])=[O:27]. Procedure: This compound can be prepared as described in Example 80 by reacting 2-chloro-N-[2-(propan-2-ylsulfonyl)phenyl]-5-(trifluoromethyl)pyridin-4-amine with 4-(Dimethylphosphoryl)-2-ethylaniline. Starting materials: C(=O)(OC(C)(C)C)N([C@@H](CCCNC(=O)OCC1C2=CC=CC=C2C2=CC=CC=C12)C(=O)O)C (Nα-Boc-Nδ-Fmoc-Nα-methylornithine), C(C1=CC=CC=C1)N (benzylamine). Product: C(C1=CC=CC=C1)NC([C@@H](N(C)C(=O)OC(C)(C)C)CCCNC(=O)OCC1C2=CC=CC=C2C2=CC=CC=C12)=O (Nα-Boc-Nδ-Fmoc-Nα-Methylornithine Benzylamide). As a reaction SMILES: [C:1]([N:8]([CH3:34])[C@H:9]([C:31](O)=[O:32])[CH2:10][CH2:11][CH2:12][NH:13][C:14]([O:16][CH2:17][CH:18]1[C:30]2[C:25](=[CH:26][CH:27]=[CH:28][CH:29]=2)[C:24]2[C:19]1=[CH:20][CH:21]=[CH:22][CH:23]=2)=[O:15])([O:3][C:4]([CH3:7])([CH3:6])[CH3:5])=[O:2].[CH2:35]([NH2:42])[C:36]1[CH:41]=[CH:40][CH:39]=[CH:38][CH:37]=1>>[CH2:35]([NH:42][C:31](=[O:32])[C@H:9]([CH2:10][CH2:11][CH2:12][NH:13][C:14]([O:16][CH2:17][CH:18]1[C:19]2[C:24](=[CH:23][CH:22]=[CH:21][CH:20]=2)[C:25]2[C:30]1=[CH:29][CH:28]=[CH:27][CH:26]=2)=[O:15])[N:8]([C:1]([O:3][C:4]([CH3:6])([CH3:7])[CH3:5])=[O:2])[CH3:34])[C:36]1[CH:41]=[CH:40][CH:39]=[CH:38][CH:37]=1. Procedure: This compound is prepared using Procedure C. Nα-Boc-Nδ-Fmoc-Nα-methylornithine (100 mg) was coupled with benzylamine to afford titled compound (50 mg) as a glassy solid: 1H NMR (400 MHz, CDCl3) δ1.42 (s, 9H), 1.52 (m, 2H), 1.70 (m, 2H), 2.80 (s, 3H), 3.26 (m, 2H), 4.18 (m, 1H), 4.22 (m, 1H), 4.41 (m, 2H), 4.61 (m, 2H), 7.31 (m, 7H), 7.43 (m, 2H), 7.63 (m, 2H), and 7.81 (m, 2H).